From a dataset of the Open Reaction Database (ORD), a public repository of structured organic reaction records. describe an organic reaction: reactants, conditions, products, and yield As a reaction SMILES: [CH2:1]1[O:9][C:8]2[CH:7]=[CH:6][C:5]([CH:10]3[C:22]4[NH:21][C:20]5[C:15](=[CH:16][CH:17]=[CH:18][CH:19]=5)[C:14]=4[CH2:13][CH2:12][N:11]3[C:23](=[O:34])/[CH:24]=[CH:25]/[C:26]3[CH:31]=[CH:30][C:29]([C:32]#[N:33])=[CH:28][CH:27]=3)=[CH:4][C:3]=2[O:2]1.C[Si]([N:39]=[N+:40]=[N-:41])(C)C.C([Sn](=O)CCCC)CCC.C(Cl)Cl.CO>C1(C)C=CC=CC=1>[CH2:1]1[O:9][C:8]2[CH:7]=[CH:6][C:5]([CH:10]3[C:22]4[NH:21][C:20]5[C:15](=[CH:16][CH:17]=[CH:18][CH:19]=5)[C:14]=4[CH2:13][CH2:12][N:11]3[C:23](=[O:34])/[CH:24]=[CH:25]/[C:26]3[CH:27]=[CH:28][C:29]([C:32]4[NH:41][N:40]=[N:39][N:33]=4)=[CH:30][CH:31]=3)=[CH:4][C:3]=2[O:2]1 |f:3.4|. Yields the product C1OC=2C=C(C=CC2O1)C1N(CCC=2C3=CC=CC=C3NC12)C(\C=C\C1=CC=C(C=C1)C1=NN=NN1)=O ((E)-1-[1-(3,4-Methylenedioxyphenyl)-1,3,4,9-tetrahydro-β-carbolin-2-yl]-3-[4-(1H-tetrazol-5-yl)phenyl]propene-1-one). Procedure: To a solution of Example 32 (0.25 g, 0.56 mmol) in 10 mL of toluene were added successively trimethylsilylazide (0.30 mL, 4 equiv.) and dibutyltinoxide (0.06 g, 0.4 equiv.). The resulting mixture was stirred at reflux for two days. Tlc monitoring showed formation of a new compound (DCM:MeOH (80:20), Rf=0.35). The reaction mixture was concentrated in vacuo. The resulting yellow gum was dissolved in MeOH and concentrated in vacuo. The residue was partitioned between EtOAc (25 mL) and an aqueous sa... Solvent: C1(=CC=CC=C1)C (toluene). Starting materials: C1OC=2C=C(C=CC2O1)C1N(CCC=2C3=CC=CC=C3NC12)C(\C=C\C1=CC=C(C=C1)C#N)=O ((E)-1-[1-(3,4-Methylenedioxyphenyl)-1,3,4,9-tetrahydro-β-carbolin-2-yl]-3-(4-cyanophenyl)propene-1-one), C[Si](C)(C)N=[N+]=[N-] (trimethylsilylazide), C(CCC)[Sn](CCCC)=O (dibutyltinoxide), C(Cl)Cl.CO (DCM MeOH). Yield: 70.0%. The reactants are COC1=NC=C(C=N1)CC=1C(N=C(NC1)N[N+](=O)[O-])=O (5-{[2-(methyloxy)-5-pyrimidinyl]methyl}-2-(nitroamino)-4(1H)-pyrimidinone), ClC1=C(C=C(C=C1)OC1=CC=C(C=C1)CCN)C(F)(F)F (2-(4-{[4-chloro-3-(trifluoromethyl)-phenyl]oxy}phenyl)ethanamine). Solvent: C(C)O (ethanol). Conditions: temperature 100 celsius. Yields the product ClC1=C(C=C(C=C1)OC1=CC=C(C=C1)CCNC=1NC=C(C(N1)=O)CC=1C=NC(=NC1)OC)C(F)(F)F (2-{[2-(4-{[4-Chloro-3-(trifluoromethyl)phenyl]oxy}phenyl)ethyl]amino}-5-{[2-(methyloxy)-5-pyrimidinyl]methyl}-4(1H)-pyrimidinone). Isolated yield 48.2%. RXN SMILES: [CH3:1][O:2][C:3]1[N:8]=[CH:7][C:6]([CH2:9][C:10]2[C:11](=[O:20])[N:12]=[C:13]([NH:16][N+]([O-])=O)[NH:14][CH:15]=2)=[CH:5][N:4]=1.[Cl:21][C:22]1[CH:27]=[CH:26][C:25]([O:28][C:29]2[CH:34]=[CH:33][C:32]([CH2:35][CH2:36]N)=[CH:31][CH:30]=2)=[CH:24][C:23]=1[C:38]([F:41])([F:40])[F:39]>C(O)C>[Cl:21][C:22]1[CH:27]=[CH:26][C:25]([O:28][C:29]2[CH:30]=[CH:31][C:32]([CH2:35][CH2:36][NH:16][C:13]3[NH:14][CH:15]=[C:10]([CH2:9][C:6]4[CH:5]=[N:4][C:3]([O:2][CH3:1])=[N:8][CH:7]=4)[C:11](=[O:20])[N:12]=3)=[CH:33][CH:34]=2)=[CH:24][C:23]=1[C:38]([F:39])([F:40])[F:41]. Procedure: To the solution of 5-{[2-(methyloxy)-5-pyrimidinyl]methyl}-2-(nitroamino)-4(1H)-pyrimidinone (100 mg, 0.359 mmol) in ethanol (5 mL) was added neat 2-(4-{[4-chloro-3-(trifluoromethyl)-phenyl]oxy}phenyl)ethanamine (189 mg, 0.599 mmol). It was heated with a microwave reactor at 100° C. overnight. Purification via MDAP then afforded the title compound (92 mg, 35.6% yield). LCMS: rt=3.04 min, [M+H+]=532.2 The reactants are C[Mg]Br (Methylmagnesium bromide), C(C)(C)(C)OC(=O)NC1=C(N=C(S1)C1=C(C=CC=C1F)F)C(=O)NC=1C(=C2C(=NC1)C(CC2)=O)N2C[C@H](CCC2)NC(OC(C)(C)C)=O (tert-butyl {(3S)-1-[3-({[5-[(tert-butoxycarbonyl)amino]-2-(2,6-difluorophenyl)-1,3-thiazol-4-yl]carbonyl}amino)-7-oxo-6,7-dihydro-5H-cyclopenta[b]pyridin-4-yl]piperidin-3-yl}carbamate), Cl (HCl), CCOC(=O)C (EtOAc). Solvent: C1CCOC1 (THF), C1CCOC1 (THF). Product: C(C)(C)(C)OC(=O)NC1=C(N=C(S1)C1=C(C=CC=C1F)F)C(=O)NC=1C(=C2C(=NC1)C(CC2)(C)O)N2C[C@H](CCC2)NC(OC(C)(C)C)=O (tert-Butyl {(3S)-1-[3-({[5-[(tert-butoxycarbonyl)amino]-2-(2,6-difluorophenyl)-1,3-thiazol-4-yl]carbonyl}amino)-7-hydroxy-7-methyl-6,7-dihydro-5H-cyclopenta[b]pyridin-4-yl]piperidin-3-yl}carbamate). As a reaction SMILES: C[Mg]Br.[C:4]([O:8][C:9]([NH:11][C:12]1[S:16][C:15]([C:17]2[C:22]([F:23])=[CH:21][CH:20]=[CH:19][C:18]=2[F:24])=[N:14][C:13]=1[C:25]([NH:27][C:28]1[C:29]([N:38]2[CH2:43][CH2:42][CH2:41][C@H:40]([NH:44][C:45](=[O:51])[O:46][C:47]([CH3:50])([CH3:49])[CH3:48])[CH2:39]2)=[C:30]2[CH2:36][CH2:35][C:34](=[O:37])[C:31]2=[N:32][CH:33]=1)=[O:26])=[O:10])([CH3:7])([CH3:6])[CH3:5].[CH3:52]COC(C)=O.Cl>C1COCC1>[C:4]([O:8][C:9]([NH:11][C:12]1[S:16][C:15]([C:17]2[C:18]([F:24])=[CH:19][CH:20]=[CH:21][C:22]=2[F:23])=[N:14][C:13]=1[C:25]([NH:27][C:28]1[C:29]([N:38]2[CH2:43][CH2:42][CH2:41][C@H:40]([NH:44][C:45](=[O:51])[O:46][C:47]([CH3:50])([CH3:49])[CH3:48])[CH2:39]2)=[C:30]2[CH2:36][CH2:35][C:34]([OH:37])([CH3:52])[C:31]2=[N:32][CH:33]=1)=[O:26])=[O:10])([CH3:7])([CH3:6])[CH3:5]. Procedure: Methylmagnesium bromide in THF (3.0 M, 5.8 μL, 0.018 mmol) was added to a solution of tert-butyl {(3S)-1-[3-({[5-[(tert-butoxycarbonyl)amino]-2-(2,6-difluorophenyl)-1,3-thiazol-4-yl]carbonyl}amino)-7-oxo-6,7-dihydro-5H-cyclopenta[b]pyridin-4-yl]piperidin-3-yl}carbamate (3.0 mg, 0.0044 mmol) in THF (0.068 mL), which was stirred under N2 and cooled in an ice bath. The reaction mixture was slowly allowed to warmed to room temperature over a period of 1 h. EtOAc was added to the reaction mixture, th... The reactants are C(C)OC(CC=1C=C(C(=CC1)OS(=O)(=O)C(F)(F)F)C1=C(C=C(C=C1)C(F)(F)F)CN(CC)C(=O)OCC1=CC=CC=C1)=O ({2′-[(benzyloxycarbonyl-ethyl-amino)-methyl]-6-trifluoromethanesulfonyloxy-4′-trifluoromethyl-biphenyl-3-yl}-acetic acid ethyl ester), C1(=CC=CC=C1)B(O)O (phenylboronic acid), C([O-])([O-])=O.[K+].[K+] (potassium carbonate), N#N (N2). Reagents/catalysts: C=1C=CC(=CC1)[P](C=2C=CC=CC2)(C=3C=CC=CC3)[Pd]([P](C=4C=CC=CC4)(C=5C=CC=CC5)C=6C=CC=CC6)([P](C=7C=CC=CC7)(C=8C=CC=CC8)C=9C=CC=CC9)[P](C=1C=CC=CC1)(C=1C=CC=CC1)C=1C=CC=CC1 (Tetrakis(triphenylphosphine)palladium(0)). Run in O (H2O), COCCOC (DME). Reaction conditions: temperature 90 celsius, time 8 hour. Product: C(C1=CC=CC=C1)OC(=O)N(CC)CC1=C(C=CC(=C1)C(F)(F)F)C=1C(=CC=C(C1)CC(=O)O)C1=CC=CC=C1 ({2″-[(Benzyloxycarbonyl-ethyl-amino)-methyl]-4″-trifluoromethyl-[1,1′;2′,1″]terphenyl-4′-yl}-acetic acid). Reaction SMILES: C([O:3][C:4](=[O:44])[CH2:5][C:6]1[CH:7]=[C:8]([C:20]2[CH:25]=[CH:24][C:23]([C:26]([F:29])([F:28])[F:27])=[CH:22][C:21]=2[CH2:30][N:31]([C:34]([O:36][CH2:37][C:38]2[CH:43]=[CH:42][CH:41]=[CH:40][CH:39]=2)=[O:35])[CH2:32][CH3:33])[C:9](OS(C(F)(F)F)(=O)=O)=[CH:10][CH:11]=1)C.[C:45]1(B(O)O)[CH:50]=[CH:49][CH:48]=[CH:47][CH:46]=1.C(=O)([O-])[O-].[K+].[K+].N#N>C1C=CC([P]([Pd]([P](C2C=CC=CC=2)(C2C=CC=CC=2)C2C=CC=CC=2)([P](C2C=CC=CC=2)(C2C=CC=CC=2)C2C=CC=CC=2)[P](C2C=CC=CC=2)(C2C=CC=CC=2)C2C=CC=CC=2)(C2C=CC=CC=2)C2C=CC=CC=2)=CC=1.O.COCCOC>[CH2:37]([O:36][C:34]([N:31]([CH2:30][C:21]1[CH:22]=[C:23]([C:26]([F:29])([F:27])[F:28])[CH:24]=[CH:25][C:20]=1[C:8]1[C:9]([C:45]2[CH:50]=[CH:49][CH:48]=[CH:47][CH:46]=2)=[CH:10][CH:11]=[C:6]([CH2:5][C:4]([OH:3])=[O:44])[CH:7]=1)[CH2:32][CH3:33])=[O:35])[C:38]1[CH:39]=[CH:40][CH:41]=[CH:42][CH:43]=1 |f:2.3.4,^1:65,67,86,105|. Procedure: A solution of {2′-[(benzyloxycarbonyl-ethyl-amino)-methyl]-6-trifluoromethanesulfonyloxy-4′-trifluoromethyl-biphenyl-3-yl}-acetic acid ethyl ester (0.11 g, 0.17 mmol), phenylboronic acid (0.023 g, 0.19mmol), and potassium carbonate (0.070 g, 0.51 mmol) in 2:1 DME:H2O (5 mL) was purged with N2 for 15 minutes. Tetrakis(triphenylphosphine)palladium(0) (0.020 g, 0.02 mmol) was added, and the reaction was purged with N2 for another 10 minutes, and then stirred at 90° C. overnight. The mixture was par...